This data is from the Open Reaction Database (ORD), a public repository of structured organic reaction records. The task is: describe an organic reaction: reactants, conditions, products, and yield Reactants: BrC=1C=C2C(=CN=NC2=CC1)O (6-bromocinnolin-4-ol), [N+](=O)(O)[O-] (HNO3). Solvent: OS(=O)(=O)O (H2SO4). Run at temperature 60 celsius. Product: BrC=1C=C2C(=C(N=NC2=CC1)[N+](=O)[O-])O (6-bromo-3-nitrocinnolin-4-ol). Isolated yield 58.7%. As a reaction SMILES: [Br:1][C:2]1[CH:3]=[C:4]2[C:9](=[CH:10][CH:11]=1)[N:8]=[N:7][CH:6]=[C:5]2[OH:12].[N+:13]([O-])([OH:15])=[O:14]>OS(O)(=O)=O>[Br:1][C:2]1[CH:3]=[C:4]2[C:9](=[CH:10][CH:11]=1)[N:8]=[N:7][C:6]([N+:13]([O-:15])=[O:14])=[C:5]2[OH:12]. Procedure: Under N2, an orange solution of 6-bromocinnolin-4-ol (18.5 g, 82 mmol) in HNO3 (90 mL, 82 mmol) was cooled to 0° C., and H2SO4 (30 mL) was added. The resulting mixture was then heated at 60° C. for 3 h. After the reaction went to completion as monitored by LC-MS, the reaction mixture was cooled to 0° C., and was then quenched with H2O (20 mL). The mixture was diluted with EtOAc (25 mL). Following general workup procedures, the crude residue was added to silica gel, and eluted with PE/EtOAc to gi... Starting materials: C1(=CCCC1)C1=C(C(=O)NC2(CC3=CC=CC=C3C2)C(=O)O)C=CC=C1C (2-(2-Cyclopent-1-enyl-3-methyl-benzoylamino)-indan-2-carboxylic acid). Reagents/catalysts: [Pd] (Pd—C). Run in CCO (EtOH). Yields the product C1(CCCC1)C1=C(C(=O)NC2(CC3=CC=CC=C3C2)C(=O)O)C=CC=C1C (2-(2-Cyclopentyl-3-methyl-benzoylamino)-indan-2-carboxylic acid). Isolated yield 50.1%. As a reaction SMILES: [C:1]1([C:6]2[C:26]([CH3:27])=[CH:25][CH:24]=[CH:23][C:7]=2[C:8]([NH:10][C:11]2([C:20]([OH:22])=[O:21])[CH2:19][C:18]3[C:13](=[CH:14][CH:15]=[CH:16][CH:17]=3)[CH2:12]2)=[O:9])[CH2:5][CH2:4][CH2:3][CH:2]=1>CCO.[Pd]>[CH:1]1([C:6]2[C:26]([CH3:27])=[CH:25][CH:24]=[CH:23][C:7]=2[C:8]([NH:10][C:11]2([C:20]([OH:22])=[O:21])[CH2:12][C:13]3[C:18](=[CH:17][CH:16]=[CH:15][CH:14]=3)[CH2:19]2)=[O:9])[CH2:5][CH2:4][CH2:3][CH2:2]1. Procedure: To a solution of 2-(2-cyclopent-1-enyl-3-methyl-benzoylamino)-indan-2-carboxylic acid (132) (365 mg, 1.01 mmol) in absolute EtOH (15 mL) is added the catalyst, Pd—C (50% wetted powder, 10% Pd, 192 mg, 9% mmol) under argon. The resulting reaction mixture is moved to the Paar apparatus to run hydrogenation: 50 psi, 50° C., overnight. The catalyst is removed by the filtration through a pre-column (10 g silica gel) and washed by EtOH. The combined EtOH solution is concentrated in vacuo. The residue ... Reactants: Cc1cccc(-c2csc(Br)n2)c1, O=C([O-])[O-], CN(C)C=O, [K+], [K+], CC(C)(C)OC(=O)N1CCNCC1, O. Yields the product Cc1cccc(-c2csc(N3CCN(C(=O)OC(C)(C)C)CC3)n2)c1. Reaction SMILES: [Br:1][c:2]1[s:3][cH:4][c:5](-[c:7]2[cH:8][c:9]([CH3:13])[cH:10][cH:11][cH:12]2)[n:6]1.[C:27](=[O:28])([O-:29])[O-:30].[CH3:34][N:35]([CH3:36])[CH:37]=[O:38].[K+:31].[K+:32].[N:14]1([C:20](=[O:21])[O:22][C:23]([CH3:24])([CH3:25])[CH3:26])[CH2:15][CH2:16][NH:17][CH2:18][CH2:19]1.[OH2:33]>>[c:2]1([N:17]2[CH2:16][CH2:15][N:14]([C:20](=[O:21])[O:22][C:23]([CH3:24])([CH3:25])[CH3:26])[CH2:19][CH2:18]2)[s:3][cH:4][c:5](-[c:7]2[cH:8][c:9]([CH3:13])[cH:10][cH:11][cH:12]2)[n:6]1. Reactants: [Cl-].[Li+].C(C)(C)[Mg]Cl (isopropylmagnesium chloride lithium chloride), C12(CC3CC(CC(C1)C3)C2)COC2=CC(=C(C(=O)OC)C=C2I)F (methyl 4-(adamantan-1-ylmethoxy)-2-fluoro-5-iodobenzoate), C(C)=O (acetaldehyde). Run in O1CCCC1 (tetrahydrofuran). Reaction conditions: temperature -40 celsius, time 1 hour. Product: C12(CC3CC(CC(C1)C3)C2)COC2=CC(=C(C(=O)OC)C=C2C(C)O)F (methyl 4-(adamantan-1-ylmethoxy)-2-fluoro-5-(1-hydroxyethyl)benzoate). The yield is 74.9%. Reaction SMILES: [C:1]12([CH2:11][O:12][C:13]3[C:22](I)=[CH:21][C:16]([C:17]([O:19][CH3:20])=[O:18])=[C:15]([F:24])[CH:14]=3)[CH2:10][CH:5]3[CH2:6][CH:7]([CH2:9][CH:3]([CH2:4]3)[CH2:2]1)[CH2:8]2.[Cl-].[Li+].C([Mg]Cl)(C)C.[CH:32](=[O:34])[CH3:33]>O1CCCC1>[C:1]12([CH2:11][O:12][C:13]3[C:22]([CH:32]([OH:34])[CH3:33])=[CH:21][C:16]([C:17]([O:19][CH3:20])=[O:18])=[C:15]([F:24])[CH:14]=3)[CH2:10][CH:5]3[CH2:6][CH:7]([CH2:9][CH:3]([CH2:4]3)[CH2:2]1)[CH2:8]2 |f:1.2.3|. Reported procedure: To a mixture of methyl 4-(adamantan-1-ylmethoxy)-2-fluoro-5-iodobenzoate (1.25 g, 2.80 mmol) in anhydrous tetrahydrofuran (10 mL) was added isopropylmagnesium chloride lithium chloride complex (1.3 M solution in tetrahydrofuran, 3.2 mL, 4.20 mmol) at −40° C. The reaction mixture was stirred for 1 hour at −40° C., after which acetaldehyde (0.79 mL, 14.10 mmol) was added. The reaction mixture was allowed to warm to ambient temperature, stirred for 16 hours and then was quenched by addition of satu... The reactants are CN1CCOCC1, CCN=C=NCCCN(C)C, ClCCl, Cl, Cc1cccc(CC(NC(=O)C(C)(C)N)B2OC3CC4CC(C4(C)C)C3(C)O2)c1, O=C(O)c1ccc(Cl)cc1, On1nnc2ccccc21. Product: Cc1cccc(CC(NC(=O)C(C)(C)NC(=O)c2ccc(Cl)cc2)B2OC3CC4CC(C4(C)C)C3(C)O2)c1. As a reaction SMILES: [CH3:51][N:52]1[CH2:53][CH2:54][O:55][CH2:56][CH2:57]1.[CH3:58][CH2:59][N:60]=[C:61]=[N:62][CH2:63][CH2:64][CH2:65][N:66]([CH3:67])[CH3:68].[Cl:69][CH2:70][Cl:71].[ClH:11].[NH2:12][C:13]([C:14](=[O:15])[NH:16][CH:17]([CH2:18][c:19]1[cH:20][c:21]([CH3:25])[cH:22][cH:23][cH:24]1)[B:26]1[O:27][C:28]2([CH3:38])[CH:29]([O:30]1)[CH2:31][CH:32]1[C:33]([CH3:36])([CH3:37])[CH:34]2[CH2:35]1)([CH3:39])[CH3:40].[OH:1][C:2](=[O:3])[c:4]1[cH:5][cH:6][c:7]([Cl:8])[cH:9][cH:10]1.[OH:41][n:42]1[c:43]2[c:44]([cH:45][cH:46][cH:47][cH:48]2)[n:49][n:50]1>>[C:2](=[O:3])([c:4]1[cH:5][cH:6][c:7]([Cl:8])[cH:9][cH:10]1)[NH:12][C:13]([C:14](=[O:15])[NH:16][CH:17]([CH2:18][c:19]1[cH:20][c:21]([CH3:25])[cH:22][cH:23][cH:24]1)[B:26]1[O:27][C:28]2([CH3:38])[CH:29]([O:30]1)[CH2:31][CH:32]1[C:33]([CH3:36])([CH3:37])[CH:34]2[CH2:35]1)([CH3:39])[CH3:40].